From a dataset of the Open Reaction Database (ORD), a public repository of structured organic reaction records. describe an organic reaction: reactants, conditions, products, and yield Reactants: O=Cc1ccc(-c2nc3c(Br)cnn3cc2-c2ccccc2)cc1, C1CCOC1, CC[N+](CC)(CC)CC, [Cl-], ClCCl, [K+], [K+], O=C([O-])[O-], O, Cl[Pd]Cl, c1ccc(P(c2ccccc2)c2ccccc2)cc1, c1ccc(P(c2ccccc2)c2ccccc2)cc1. Product: C=Cc1cnn2cc(-c3ccccc3)c(-c3ccc(C=O)cc3)nc12. Reaction SMILES: [Br:1][c:2]1[cH:3][n:4][n:5]2[c:6]1[n:7][c:8](-[c:17]1[cH:18][cH:19][c:20]([CH:21]=[O:22])[cH:23][cH:24]1)[c:9](-[c:11]1[cH:12][cH:13][cH:14][cH:15][cH:16]1)[cH:10]2.[CH2:31]1[CH2:32][CH2:35][CH2:34][O:33]1.[CH2:37]([N+:38]([CH2:39][CH3:40])([CH2:41][CH3:42])[CH2:43][CH3:44])[CH3:45].[Cl-:36].[Cl:47][CH2:48][Cl:49].[K+:25].[K+:26].[O-:27][C:28]([O-:29])=[O:30].[OH2:46].[Pd:50]([Cl:51])[Cl:52].[c:53]1([P:54]([c:55]2[cH:56][cH:57][cH:58][cH:59][cH:60]2)[c:61]2[cH:62][cH:63][cH:64][cH:65][cH:66]2)[cH:67][cH:68][cH:69][cH:70][cH:71]1.[c:72]1([P:73]([c:74]2[cH:75][cH:76][cH:77][cH:78][cH:79]2)[c:80]2[cH:81][cH:82][cH:83][cH:84][cH:85]2)[cH:86][cH:87][cH:88][cH:89][cH:90]1>>[c:2]1([CH:31]=[CH2:32])[cH:3][n:4][n:5]2[c:6]1[n:7][c:8](-[c:17]1[cH:18][cH:19][c:20]([CH:21]=[O:22])[cH:23][cH:24]1)[c:9](-[c:11]1[cH:12][cH:13][cH:14][cH:15][cH:16]1)[cH:10]2.